This data is from the Open Reaction Database (ORD), a public repository of structured organic reaction records. The task is: describe an organic reaction: reactants, conditions, products, and yield The reactants are Cc1nc2c(OCc3c(Cl)ccc(N(C)C(=O)CN4C(=O)c5ccccc5C4=O)c3Cl)cccn2c1Br, CO, NN, O. The product is Cc1nc2c(OCc3c(Cl)ccc(N(C)C(=O)CN)c3Cl)cccn2c1Br. As a reaction SMILES: [Br:1][c:2]1[c:3]([CH3:37])[n:4][c:5]2[n:6]1[cH:7][cH:8][cH:9][c:10]2[O:11][CH2:12][c:13]1[c:14]([Cl:36])[c:15]([N:20]([C:21]([CH2:22][N:23]2[C:24](=[O:25])[c:26]3[cH:27][cH:28][cH:29][cH:30][c:31]3[C:32]2=[O:33])=[O:34])[CH3:35])[cH:16][cH:17][c:18]1[Cl:19].[CH3:41][OH:42].[NH2:39][NH2:40].[OH2:38]>>[Br:1][c:2]1[c:3]([CH3:37])[n:4][c:5]2[n:6]1[cH:7][cH:8][cH:9][c:10]2[O:11][CH2:12][c:13]1[c:14]([Cl:36])[c:15]([N:20]([C:21]([CH2:22][NH2:23])=[O:34])[CH3:35])[cH:16][cH:17][c:18]1[Cl:19]. Reactants: 4C, C1(=CC=CC=C1)C(N1C(C(C2=CC(=CC=C12)F)(C=1C(=CC2=C(CCO2)C1)O)O)=O)C1=CC=CC=C1 (1-(diphenylmethyl)-5-fluoro-3-hydroxy-3-(6-hydroxy-2,3-dihydro-1-benzofuran-5-yl)-1,3-dihydro-2H-indol-2-one), ClC1=C2C(C(N(C2=CC=C1)C(C1=CC=CC=C1)C1=CC=CC=C1)=O)(C=1C(=CC2=C(CCO2)C1)O)O (4-chloro-1-(diphenylmethyl)-3-hydroxy-3-(6-hydroxy-2,3-dihydro-1-benzofuran-5-yl)-1,3-dihydro-2H-indol-2-one). Product: C1(=CC=CC=C1)C(N1C(C(C2=CC(=CC=C12)F)C=1C(=CC2=C(CCO2)C1)O)=O)C1=CC=CC=C1 (1-(diphenylmethyl)-5-fluoro-3-(6-hydroxy-2,3-dihydro-1-benzofuran-5-yl)-1,3-dihydro-2H-indol-2-one). As a reaction SMILES: [C:1]1([CH:7]([C:30]2[CH:35]=[CH:34][CH:33]=[CH:32][CH:31]=2)[N:8]2[C:16]3[C:11](=[CH:12][C:13]([F:17])=[CH:14][CH:15]=3)[C:10](O)([C:18]3[C:19]([OH:27])=[CH:20][C:21]4[O:25][CH2:24][CH2:23][C:22]=4[CH:26]=3)[C:9]2=[O:29])[CH:6]=[CH:5][CH:4]=[CH:3][CH:2]=1.ClC1C=CC=C2C=1C(O)(C1C(O)=CC3OCCC=3C=1)C(=O)N2C(C1C=CC=CC=1)C1C=CC=CC=1>>[C:30]1([CH:7]([C:1]2[CH:2]=[CH:3][CH:4]=[CH:5][CH:6]=2)[N:8]2[C:16]3[C:11](=[CH:12][C:13]([F:17])=[CH:14][CH:15]=3)[CH:10]([C:18]3[C:19]([OH:27])=[CH:20][C:21]4[O:25][CH2:24][CH2:23][C:22]=4[CH:26]=3)[C:9]2=[O:29])[CH:31]=[CH:32][CH:33]=[CH:34][CH:35]=1. Procedure: Following the procedure as described in PREPARATION 4C, and making non-critical variations using 1-(diphenylmethyl)-5-fluoro-3-hydroxy-3-(6-hydroxy-2,3-dihydro-1-benzofuran-5-yl)-1,3-dihydro-2H-indol-2-one to replace 4-chloro-1-(diphenylmethyl)-3-hydroxy-3-(6-hydroxy-2,3-dihydro-1-benzofuran-5-yl)-1,3-dihydro-2H-indol-2-one, 1-(diphenylmethyl)-5-fluoro-3-(6-hydroxy-2,3-dihydro-1-benzofuran-5-yl)-1,3-dihydro-2H-indol-2-one was obtained (94%): mp 179-181° C. (methanol); 1H NMR (300 MHz, CDCl3) δ7.... The reactants are Fc1ccc(Br)cn1, CCOC(=O)C(=O)N(C)C, C1CCOC1, CC(C)[N-]C(C)C, [Li+]. The product is CN(C)C(=O)C(=O)c1cc(Br)cnc1F. As a reaction SMILES: [Br:1][c:2]1[cH:3][cH:4][c:5]([F:8])[n:6][cH:7]1.[CH2:17]([O:19][C:20](=[O:18])[C:21](=[O:22])[N:23]([CH3:24])[CH3:25])[CH3:26].[CH2:27]1[O:28][CH2:29][CH2:30][CH2:31]1.[CH:9]([N-:10][CH:11]([CH3:12])[CH3:13])([CH3:14])[CH3:15].[Li+:16]>>[Br:1][c:2]1[cH:3][c:4]([C:20](=[O:19])[C:21](=[O:22])[N:23]([CH3:24])[CH3:25])[c:5]([F:8])[n:6][cH:7]1. The reactants are O=C1NC(=O)c2ccccc21, CN(C)C=O, ClCCCCCCCCOc1ccc2ccccc2c1, [K], O. The product is O=C1c2ccccc2C(=O)N1CCCCCCCCOc1ccc2ccccc2c1. Reaction SMILES: [C:21]1(=[O:31])[c:22]2[c:23]([cH:27][cH:28][cH:29][cH:30]2)[C:24](=[O:26])[NH:25]1.[CH3:34][N:35]([CH3:36])[CH:37]=[O:38].[Cl:1][CH2:2][CH2:3][CH2:4][CH2:5][CH2:6][CH2:7][CH2:8][CH2:9][O:10][c:11]1[cH:12][c:13]2[cH:14][cH:15][cH:16][cH:17][c:18]2[cH:19][cH:20]1.[K:32].[OH2:33]>>[CH2:2]([CH2:3][CH2:4][CH2:5][CH2:6][CH2:7][CH2:8][CH2:9][O:10][c:11]1[cH:12][c:13]2[cH:14][cH:15][cH:16][cH:17][c:18]2[cH:19][cH:20]1)[N:25]1[C:21](=[O:31])[c:22]2[c:23]([cH:27][cH:28][cH:29][cH:30]2)[C:24]1=[O:26]. The reactants are BrCC=1C=C(C=C(C1)C)OC (3-Bromomethyl-5-methylanisole), [C-]#N.[Na+] (NaCN), CC#N (CH3CN), [C-]#N (cyanide). Solvent: CS(=O)C (DMSO). Product: COC=1C=C(C=C(C1)C)CC#N (3-Methoxy-5-methylphenylacetonitrile). Isolated yield 70.0%. Reaction SMILES: Br[CH2:2][C:3]1[CH:4]=[C:5]([O:10][CH3:11])[CH:6]=[C:7]([CH3:9])[CH:8]=1.[C-]#N.[Na+].[C-]#N.C[C:18]#[N:19]>CS(C)=O>[CH3:11][O:10][C:5]1[CH:4]=[C:3]([CH2:2][C:18]#[N:19])[CH:8]=[C:7]([CH3:9])[CH:6]=1 |f:1.2|. Reported procedure: To a solution of 3-bromomethyl-5-methylanisole (17 g; 0.008 mol; from step (i) above) in DMSO (25 mL) was added NaCN (8.2 g; 0.16 mol). The mixture, which became very warm upon the addition of the cyanide, was left to cool to room temperature over 1 hour. CH3CN (25 mL) was then added, and the mixture refluxed for 1 hour. The reaction mixture was concentrated, water (200 mL) was added, and the resultant solution was extracted 3 times with ether. The combined organic phase was washed with water, d...